This data is from the Open Reaction Database (ORD), a public repository of structured organic reaction records. The task is: describe an organic reaction: reactants, conditions, products, and yield The reactants are CCOC(=O)C(N)CCSC, O=CNC(Cc1ccc(F)cc1)C(=O)NC(CC1(NCCCl)C=CC=C(NCCCl)C1)C(=O)O, CN(C)C=O. Product: CCOC(=O)C(CCSC)NC(=O)C(CC1(NCCCl)C=CC=C(NCCCl)C1)NC(=O)C(Cc1ccc(F)cc1)NC=O. RXN SMILES: [CH2:35]([CH3:36])[O:37][C:38]([CH:39]([NH2:40])[CH2:41][CH2:42][S:43][CH3:44])=[O:45].[CH:1](=[O:2])[NH:3][CH:4]([CH2:5][c:6]1[cH:7][cH:8][c:9]([F:12])[cH:10][cH:11]1)[C:13](=[O:14])[NH:15][CH:16]([CH2:17][C:18]1([NH:28][CH2:29][CH2:30][Cl:31])[CH2:19][C:20]([NH:24][CH2:25][CH2:26][Cl:27])=[CH:21][CH:22]=[CH:23]1)[C:32](=[O:33])[OH:34].[O:46]=[CH:47][N:48]([CH3:49])[CH3:50]>>[CH:1](=[O:2])[NH:3][CH:4]([CH2:5][c:6]1[cH:7][cH:8][c:9]([F:12])[cH:10][cH:11]1)[C:13](=[O:14])[NH:15][CH:16]([CH2:17][C:18]1([NH:28][CH2:29][CH2:30][Cl:31])[CH2:19][C:20]([NH:24][CH2:25][CH2:26][Cl:27])=[CH:21][CH:22]=[CH:23]1)[C:32](=[O:34])[NH:40][CH:39]([C:38]([O:37][CH2:35][CH3:36])=[O:45])[CH2:41][CH2:42][S:43][CH3:44]. Yield: 86.5%. Reaction SMILES: ClC1C=CC=C(C(OO)=[O:9])C=1.[CH3:12][O:13][C:14]1[CH:19]=[CH:18][C:17]([C:20]2[N:21]=[C:22]([S:33][C:34]3[N:39]=[CH:38][CH:37]=[CH:36][N:35]=3)[NH:23][C:24]=2[C:25]2[CH:30]=[CH:29][C:28]([O:31][CH3:32])=[CH:27][CH:26]=2)=[CH:16][CH:15]=1>ClCCl>[CH3:32][O:31][C:28]1[CH:27]=[CH:26][C:25]([C:24]2[N:23]=[C:22]([S:33]([C:34]3[N:39]=[CH:38][CH:37]=[CH:36][N:35]=3)=[O:9])[NH:21][C:20]=2[C:17]2[CH:18]=[CH:19][C:14]([O:13][CH3:12])=[CH:15][CH:16]=2)=[CH:30][CH:29]=1. Conditions: time 3 hour. Reactants: ClC1=CC(=CC=C1)C(=O)OO (3-chloroperbenzoic acid), COC1=CC=C(C=C1)C=1N=C(NC1C1=CC=C(C=C1)OC)SC1=NC=CC=N1 (4,5-bis(4-methoxyphenyl)-2-(2-pyrimidinylthio)imidazole). The product is COC1=CC=C(C=C1)C=1N=C(NC1C1=CC=C(C=C1)OC)S(=O)C1=NC=CC=N1 (4,5-bis(4-methoxyphenyl)-2-(2-pyrimidinylsulfinyl)imidazole). Solvent: ClCCl (dichloromethane), ClCCl (dichloromethane). Procedure details: A solution of 2.164 g of 3-chloroperbenzoic acid (80%) in 150 ml of dichloromethane is added dropwise to a solution of 3.91 g of 4,5-bis(4-methoxyphenyl)-2-(2-pyrimidinylthio)imidazole in 100 ml of dichloromethane. The mixture is stirred for 3 hours at room temperature, the solution is washed with sodium bicarbonate solution, dried over sodium sulfate, and concentrated to dryness under vacuum. The residue is chromatographed on 150 g of silica gel with acetone/hexane, thus producing 3.52 g of 4,5... The reactants are N#Cc1ccc([N+](=O)[O-])cc1Cl, NN, O, O. RXN SMILES: [Cl:1][c:2]1[c:3]([C:4]#[N:5])[cH:6][cH:7][c:8]([N+:10]([O-:11])=[O:12])[cH:9]1.[NH2:14][NH2:15].[OH2:13].[OH2:16]>>[Cl:1][c:2]1[c:3]([C:4]#[N:5])[cH:6][cH:7][c:8]([NH2:10])[cH:9]1. Product: N#Cc1ccc(N)cc1Cl. The reactants are S(=O)(Cl)Cl (Thionyl chloride), C1=C(C=CC2=CC=CC=C12)C[C@@H](N)C(=O)O ((R)-3-(2-naphthyl)alanine), CO (methanol). Reaction conditions: temperature 60 celsius. Yields the product COC([C@H](N)CC1=CC2=CC=CC=C2C=C1)=O ((R)-3-(2-naphthyl)alanine methyl ester). Reaction SMILES: S(Cl)(Cl)=O.[CH:5]1[C:14]2[C:9](=[CH:10][CH:11]=[CH:12][CH:13]=2)[CH:8]=[CH:7][C:6]=1[CH2:15][C@H:16]([C:18]([OH:20])=[O:19])[NH2:17].[CH3:21]O>>[CH3:21][O:19][C:18](=[O:20])[C@@H:16]([CH2:15][C:6]1[CH:7]=[CH:8][C:9]2[C:14](=[CH:13][CH:12]=[CH:11][CH:10]=2)[CH:5]=1)[NH2:17]. Reported procedure: Thionyl chloride (5 ml) was added dropwise over 15 min. to a suspension of (R)-3-(2-naphthyl)alanine (5.0 g) in methanol (50 ml) at 35° C. After addition the mixture was heated at 60° C. for 1 h, cooled and the solvent removed in vacuo. Water (75 ml) and ethyl acetate (125 ml) were added and pH was adjusted to 8.5 with sodium carbonate. The organic phase was separated and dried (magnesium sulfate) to afford 4.86 g of (R)-3-(2-naphthyl)alanine methyl ester. The reactants are C(C)(=O)OC(C)=O (acetic anhydride), CC=1C(=C(C=CC1)OC)[N+](=O)[O-] (3-methyl-2-nitroanisole), O1CCCC1 (tetrahydrofuran). The reagents and catalysts are [Pd] (palladium on carbon). Solvent: C(C)(=O)OCC (ethyl acetate), C(C)O (ethanol). Run at time 1.5 hour. The product is COC1=C(C(=CC=C1)C)NC(C)=O (N-(2-Methoxy-6-methylphenyl)acetamide). Isolated yield 87.0%. RXN SMILES: [CH3:1][C:2]1[C:3]([N+:10]([O-])=O)=[C:4]([O:8][CH3:9])[CH:5]=[CH:6][CH:7]=1.[O:13]1CC[CH2:15][CH2:14]1.C(OC(=O)C)(=O)C>C(O)C.[Pd].C(OCC)(=O)C>[CH3:9][O:8][C:4]1[CH:5]=[CH:6][CH:7]=[C:2]([CH3:1])[C:3]=1[NH:10][C:14](=[O:13])[CH3:15]. Reported procedure: To a solution of 3-methyl-2-nitroanisole (10.00 g, 59.8 mmol) in ethanol (60 mL)-tetrahydrofuran (60 mL) is added a 10% palladium on carbon (50% wet, 2.00 g), and the mixture is subjected to hydrogenation, and stirred at room temperature for 1.5 hour. After the reaction is completed, the reaction solution is filtered through celite, and the solvent is evaporated under reduced pressure. To a solution of the residue in ethyl acetate (110 ml) is added acetic anhydride (9.0 mL, 95.2 mmol), and the m... Reactants: N1CCC2(CC1)CCNC1=CC=CC=C12 (1,2,3,4-tetrahydroquinolin-4-spiro-4′-piperidine), [OH-].[Na+] (NaOH), [N+](=O)([O-])[O-].[K+] (KNO3), CC(C)(C)OC(=O)OC(=O)OC(C)(C)C (Boc2O). The solvent is OS(=O)(=O)O (H2SO4). Run at time 2 hour. Yields the product [N+](=O)([O-])C1=CC=C2C3(C=CNC2=C1)CCNCC3 (7′-nitro-spiro[piperidine-4,4′(1′H)-quinoline]), 2′,3′-dihydro-carboxylic acid tert-butyl ester. Reaction SMILES: [N+:1]([O-:4])([O-])=[O:2].[K+].[NH:6]1[CH2:11][CH2:10][C:9]2([C:20]3[C:15](=[CH:16][CH:17]=[CH:18][CH:19]=3)[NH:14][CH2:13][CH2:12]2)[CH2:8][CH2:7]1.[OH-].[Na+].CC(OC(OC(OC(C)(C)C)=O)=O)(C)C>OS(O)(=O)=O>[N+:1]([C:17]1[CH:16]=[C:15]2[C:20]([C:9]3([CH2:10][CH2:11][NH:6][CH2:7][CH2:8]3)[CH:12]=[CH:13][NH:14]2)=[CH:19][CH:18]=1)([O-:4])=[O:2] |f:0.1,3.4|. Reported procedure: KNO3 (69.97 mg, 0.69 mmol) was added portion-wise to a suspension of 1,2,3,4-tetrahydroquinolin-4-spiro-4′-piperidine (133 mg, 0.66 mmol) in 98% H2SO4 (2 mL) at 0° C. After the addition was complete, the reaction mixture was allowed to warm to room temperature and stirred for additional 2 h. The mixture was then poured into cracked ice and basified with 10% NaOH to pH˜8. Boc2O (172 mg, 0.79 mmol) was added dropwise and the mixture was stirred at room temperature for 1 h. The mixture was then ext... Solvent: ClCCl (dichloromethane). As a reaction SMILES: Br[CH2:2][C:3]([OH:5])=O.[ClH:6].[F:7][C:8]([F:19])([F:18])[C:9]1[N:13]2[CH2:14][CH2:15][NH:16][CH2:17][C:12]2=[N:11][N:10]=1.Cl.CN(C)CCCN=C=NCC.C(N(CC)C(C)C)(C)C>ClCCl>[Cl:6][CH2:2][C:3]([N:16]1[CH2:15][CH2:14][N:13]2[C:9]([C:8]([F:18])([F:7])[F:19])=[N:10][N:11]=[C:12]2[CH2:17]1)=[O:5] |f:1.2,3.4|. Reactants: BrCC(=O)O (Bromoacetic acid), Cl.FC(C1=NN=C2N1CCNC2)(F)F (3-(trifluoromethyl)-5,6,7,8-tetrahydro[1,2,4]triazolo[4,3-a]pyrazine hydrochloride), Cl.CN(CCCN=C=NCC)C (N-(3-dimethylaminopropyl)-N′-ethylcarbodiimide hydrochloride), C(C)(C)N(C(C)C)CC (N,N-diisopropylethylamine). Procedure details: Bromoacetic acid (300 mg, 2.2 mmol) and 3-(trifluoromethyl)-5,6,7,8-tetrahydro[1,2,4]triazolo[4,3-a]pyrazine hydrochloride (490 mg, 2.2 mmol) were stirred in dichloromethane (5 mL) with N-(3-dimethylaminopropyl)-N′-ethylcarbodiimide hydrochloride (412 mg, 2.2 mmol) and N,N-diisopropylethylamine (560 mL, 3.2 μmol) for 3 hours at rt. The mixture was washed with water, dried over sodium sulfate and evaporated to give the desired compound in 33% yield. LCMS for C8H8ClF3N4O (M+H)+: m/z=269.0. Yields the product ClCC(=O)N1CC=2N(CC1)C(=NN2)C(F)(F)F (7-(Chloroacetyl)-3-(trifluoromethyl)-5,6,7,8-tetrahydro[1,2,4]triazolo[4,3-a]pyrazine). Isolated yield 33.0%. Reactants: C(#N)C=1C(NN=C(C1C1=CC=CC=C1)C1=CC=CC=C1)=O (4-Cyano-5,6-diphenyl-3-(2H)-pyridazinone), C(C)S(=O)(=O)C=C (ethyl-vinyl sulfone). Run in N1=CC=CC=C1 (pyridine). Yields the product C(C)S(=O)(=O)CCN1N=C(C(=C(C1=O)C#N)C1=CC=CC=C1)C1=CC=CC=C1 (2-(2'-Ethylsulfonylethyl)-4-cyano-5,6-diphenyl-3-(2H)-pyridazinone). Yield: 72.7%. Reaction SMILES: [C:1]([C:3]1[C:4](=[O:21])[NH:5][N:6]=[C:7]([C:15]2[CH:20]=[CH:19][CH:18]=[CH:17][CH:16]=2)[C:8]=1[C:9]1[CH:14]=[CH:13][CH:12]=[CH:11][CH:10]=1)#[N:2].[CH2:22]([S:24]([CH:27]=[CH2:28])(=[O:26])=[O:25])[CH3:23]>N1C=CC=CC=1>[CH2:22]([S:24]([CH2:27][CH2:28][N:5]1[C:4](=[O:21])[C:3]([C:1]#[N:2])=[C:8]([C:9]2[CH:14]=[CH:13][CH:12]=[CH:11][CH:10]=2)[C:7]([C:15]2[CH:20]=[CH:19][CH:18]=[CH:17][CH:16]=2)=[N:6]1)(=[O:26])=[O:25])[CH3:23]. Procedure: 8.0 grams (0.0175 mole) of the product of Example 1 was reacted with 2.1 grams of ethyl-vinyl sulfone in 60 mls of pyridine. This solution was heated on a steam bath for 2 hours, cooled and the solvent distilled at reduced pressure. The residual oil was taken up in ethyl alcohol. 5.0 grams (72% yield) of a solid precipitated and was filtered, washed with petroleum ether and air dried. The infrared spectrum showed the nitrile band at 4.5μ, the carbonyl band at 6.0μ, the SO2 band at 8.7μ. The reactants are [C]=O (carbon monoxide), CC1=C(C(=C(C2=C1COC2=O)O[C@H]3[C@@H]([C@H]([C@@H]([C@H](O3)C(=O)O)O)O)O)C/C=C(\C)/CCC(=O)O)OC (MPaG), C(=O)C1C2CC(C(C1)C2)C=O (2,5-bisformyl bicyclo[2.2.1]heptane), [H][H] (hydrogen), CC1=C(C(=C(C2=C1COC2=O)O[C@H]3[C@@H]([C@H]([C@@H]([C@H](O3)C(=O)O)O)O)O)C/C=C(\C)/CCC(=O)O)OC (MPaG). Reaction conditions: temperature 100 celsius, time 6 hour. The product is C(=O)C1C2C(CC(C1)C2)C=O (2,6-bisformyl bicyclo[2.2.1]heptane). RXN SMILES: [C]=O.[H][H].[CH3:5][C:6]1[C:11]2CO[C:14](=[O:15])[C:10]=2[C:9](O[C@@H]2O[C@H](C(O)=O)[C@@H](O)[C@H](O)[C@H]2O)=[C:8]([CH2:29]/C=C(/CCC(O)=O)\C)[C:7]=1OC.C(C1CC2CC1CC2C=O)=[O:41]>>[CH:14]([CH:10]1[CH2:9][CH:8]2[CH2:29][CH:11]1[CH:6]([CH:5]=[O:41])[CH2:7]2)=[O:15] |^3:0|. Procedure details: Next, the inside of the autoclave was sufficiently substituted by nitrogen, and then sufficiently substituted by a gas mixture having a volume ratio of carbon monoxide to hydrogen of 50/50. The same gas was injected until a pressure in the autoclave reached 0.6 MPaG, and the adjustment liquid was heated to 100° C. under stirring, thereby initiating a hydroformylation reaction. Since the pressure in the autoclave decreased with proceeds of the reaction, the gas mixture was continuously supplied s...